Dataset: the Open Reaction Database (ORD), a public repository of structured organic reaction records. Task: describe an organic reaction: reactants, conditions, products, and yield Reactants: CS(=O)(=O)NC=1SC=C(N1)CC(=O)NC1[C@@H]2N(C(=C(CS2)C=C)C(=O)OC(C2=CC=CC=C2)C2=CC=CC=C2)C1=O (benzhydryl 7-[2-(2-methanesulfonamidothiazol-4-yl)acetamido]-3-vinyl-3-cephem-4-carboxylate), C1(=CC=CC=C1)OC (anisole), FC(C(=O)O)(F)F (2,2,2-trifluoroacetic acid). Solvent: C(Cl)Cl (methylene chloride). The product is CS(=O)(=O)NC=1SC=C(N1)CC(=O)NC1[C@@H]2N(C(=C(CS2)C=C)C(=O)O)C1=O (7-[2-(2-methanesulfonamidothiazol-4-yl)acetamido]-3-vinyl-3-cephem-4-carboxylic acid). Isolated yield 45.8%. Reaction SMILES: [CH3:1][S:2]([NH:5][C:6]1[S:7][CH:8]=[C:9]([CH2:11][C:12]([NH:14][CH:15]2[C:40](=[O:41])[N:17]3[C:18]([C:24]([O:26]C(C4C=CC=CC=4)C4C=CC=CC=4)=[O:25])=[C:19]([CH:22]=[CH2:23])[CH2:20][S:21][C@H:16]23)=[O:13])[N:10]=1)(=[O:4])=[O:3].C1(OC)C=CC=CC=1.FC(F)(F)C(O)=O>C(Cl)Cl>[CH3:1][S:2]([NH:5][C:6]1[S:7][CH:8]=[C:9]([CH2:11][C:12]([NH:14][CH:15]2[C:40](=[O:41])[N:17]3[C:18]([C:24]([OH:26])=[O:25])=[C:19]([CH:22]=[CH2:23])[CH2:20][S:21][C@H:16]23)=[O:13])[N:10]=1)(=[O:3])=[O:4]. Procedure details: To a suspension of benzhydryl 7-[2-(2-methanesulfonamidothiazol-4-yl)acetamido]-3-vinyl-3-cephem-4-carboxylate (4.5 g) in methylene chloride (30 ml) and anisole (4.6 g) was added 2,2,2-trifluoroacetic acid (16.8 g) under ice-cooling, and the solution was stirred at ambient temperature for an hour. After evaporation of the reaction mixture, thereto were added water and ethyl acetate, followed by adjusting to pH 7 with 1N aqueous solution of sodium hydroxide. To the separated aqueous layer were ad...